The task is: describe an organic reaction: reactants, conditions, products, and yield. This data is from the Open Reaction Database (ORD), a public repository of structured organic reaction records. Starting materials: CC1CC(CCC1C)NC([C@@H](NC(C1=CC=C(C=C1)CNC(=O)OC(C)(C)C)=O)CC1=CC=C(C=C1)OCC1=CC=CC=C1)=O (N-[4-(t-butyloxycarbonyl)aminomethylbenzoyl]-4-benzyloxy-L-phenylalanine 3,4-dimethylcyclohexylamide), Cl.O1CCOCC1 (hydrogen chloride dioxane). Product: Cl.CC1CC(CCC1C)NC([C@@H](NC(C1=CC=C(C=C1)CN)=O)CC1=CC=C(C=C1)OCC1=CC=CC=C1)=O (N-(4-aminomethylbenzoyl)-4-benzyloxy-L-phenylalanine 3,4-dimethylcyclohexylamide hydrochloride). As a reaction SMILES: [CH3:1][CH:2]1[CH:7]([CH3:8])[CH2:6][CH2:5][CH:4]([NH:9][C:10](=[O:45])[C@H:11]([CH2:30][C:31]2[CH:36]=[CH:35][C:34]([O:37][CH2:38][C:39]3[CH:44]=[CH:43][CH:42]=[CH:41][CH:40]=3)=[CH:33][CH:32]=2)[NH:12][C:13](=[O:29])[C:14]2[CH:19]=[CH:18][C:17]([CH2:20][NH:21]C(OC(C)(C)C)=O)=[CH:16][CH:15]=2)[CH2:3]1.[ClH:46].O1CCOCC1>>[ClH:46].[CH3:1][CH:2]1[CH:7]([CH3:8])[CH2:6][CH2:5][CH:4]([NH:9][C:10](=[O:45])[C@H:11]([CH2:30][C:31]2[CH:32]=[CH:33][C:34]([O:37][CH2:38][C:39]3[CH:40]=[CH:41][CH:42]=[CH:43][CH:44]=3)=[CH:35][CH:36]=2)[NH:12][C:13](=[O:29])[C:14]2[CH:19]=[CH:18][C:17]([CH2:20][NH2:21])=[CH:16][CH:15]=2)[CH2:3]1 |f:1.2,3.4|. Procedure: N-(t-butyloxycarbonyl)-4-benzyloxy-L-phenylalanine (0.3 g) and 3,4-dimethylcyclohexylamine (0.1 g) were dissolved in dry methylene chloride (30 ml) and 1-ethyl-3-(3-dimethylaminopropyl)carbodiimide hydrochloride (0.2 g) was added to the solution, followed by stirring at room temperature for 12 hours. According to a conventional post-treatment, N-(t-butyloxycarbonyl)-4-benzyloxy-L-phenylalanine 3,4-dimethylcyclohexylamide (I) (0.32 g) was obtained. The above compound (I) (0.3 g) was allowed to re... Reactants: C(C1=CC=C(C(=O)OC)C=C1)(=O)OC (dimethyl terephthalate), C(O)CN (ethanolamine). Run in C(C)O (ethanol). Yields the product OCCNC(C1=CC=C(C(=O)NCCO)C=C1)=O (N,N'-bis[2-hydroxyethyl]terephthalamide). Reaction SMILES: [C:1]([O:13]C)(=O)[C:2]1[CH:11]=[CH:10][C:5]([C:6]([O:8]C)=O)=[CH:4][CH:3]=1.[CH2:15]([CH2:17][NH2:18])[OH:16]>C(O)C>[OH:16][CH2:15][CH2:17][NH:18][C:6](=[O:8])[C:5]1[CH:4]=[CH:3][C:2]([C:1]([NH:18][CH2:17][CH2:15][OH:16])=[O:13])=[CH:11][CH:10]=1. Reported procedure: A mixture of 194 g (1.0 mole) of dimethyl terephthalate, 150 ml (2.46 mole) ethanolamine and 300 ml ethanol was refluxed for 7 hours. On cooling the title product separated. It was filtered and then washed with ethanol. After drying, it melted at 227°-229° C.